From a dataset of the Open Reaction Database (ORD), a public repository of structured organic reaction records. describe an organic reaction: reactants, conditions, products, and yield Reactants: N1(CCCC1)C1=NC(=CC(=C1)S(=O)(=O)C1=CC=C(C=C1)N)C=C (4-(2-Pyrrolidin-1-yl-6-vinyl-pyridine-4-sulfonyl)-phenylamine), [N+](=[N-])=C (diazomethane). Reagents/catalysts: C(C)(=O)O (acetic acid), CC(=O)[O-].CC(=O)[O-].[Pd+2] (Pd(OAc)2). The solvent is C(C)OCC (ethyl ether), C(C)OCC (ethyl ether). Reaction conditions: temperature 0 celsius, time 30 minute. Product: C1(CC1)C1=NC(=CC(=C1)S(=O)(=O)C1=CC=C(C=C1)N)N1CCCC1 (4-(2-cyclopropyl-6-pyrrolidin-1-yl-pyridine-4-sulfonyl)-phenylamine). Yield: 87.0%. As a reaction SMILES: [N:1]1([C:6]2[CH:11]=[C:10]([S:12]([C:15]3[CH:20]=[CH:19][C:18]([NH2:21])=[CH:17][CH:16]=3)(=[O:14])=[O:13])[CH:9]=[C:8]([CH:22]=[CH2:23])[N:7]=2)[CH2:5][CH2:4][CH2:3][CH2:2]1.[N+](=[CH2:26])=[N-]>C(OCC)C.C(O)(=O)C.CC([O-])=O.CC([O-])=O.[Pd+2]>[CH:22]1([C:8]2[CH:9]=[C:10]([S:12]([C:15]3[CH:20]=[CH:19][C:18]([NH2:21])=[CH:17][CH:16]=3)(=[O:14])=[O:13])[CH:11]=[C:6]([N:1]3[CH2:5][CH2:4][CH2:3][CH2:2]3)[N:7]=2)[CH2:26][CH2:23]1 |f:4.5.6|. Procedure details: 0.165 g (0.0005 Mol) 4-(2-Pyrrolidin-1-yl-6-vinyl-pyridine-4-sulfonyl)-phenylamine were dissolved in ethyl ether (100 ml) and cooled to 0° C. A solution of diazomethane in ethyl ether (30 ml) was carefully added. Upon addition of a catalytic amount of Pd(OAc)2 gas evolution started. The reaction mixture was allowed to warm to ambient temperature and stirred for 30 min. After addition of a few drops of acetic acid the solvent was evaporated and the residue chromatographed on SiO2 with ethyl aceta... Reactants: COCCBr, [K+], [K+], Nc1c(O)cccc1[N+](=O)[O-], O=C([O-])[O-], CN(C)C=O, O. The product is COCCOc1cccc([N+](=O)[O-])c1N. As a reaction SMILES: [Br:12][CH2:13][CH2:14][O:15][CH3:16].[K+:17].[K+:18].[NH2:1][c:2]1[c:3]([OH:11])[cH:4][cH:5][cH:6][c:7]1[N+:8](=[O:9])[O-:10].[O-:19][C:20]([O-:21])=[O:22].[O:24]=[CH:25][N:26]([CH3:27])[CH3:28].[OH2:23]>>[NH2:1][c:2]1[c:3]([O:11][CH2:13][CH2:14][O:15][CH3:16])[cH:4][cH:5][cH:6][c:7]1[N+:8](=[O:9])[O-:10]. Starting materials: CC(=O)OC(C)=O, CC1(C)OC2C(CO)CC(n3cnc4c(Cl)ncnc43)C2O1, ClCCl, c1ccncc1. Yields the product CC(=O)OCC1CC(n2cnc3c(Cl)ncnc32)C2OC(C)(C)OC12. As a reaction SMILES: [CH3:29][C:30](=[O:31])[O:32][C:33](=[O:34])[CH3:35].[Cl:1][c:2]1[c:3]2[n:4][cH:5][n:6]([CH:11]3[CH2:12][CH:13]([CH2:21][OH:22])[CH:14]4[CH:15]3[O:16][C:17]([CH3:19])([CH3:20])[O:18]4)[c:7]2[n:8][cH:9][n:10]1.[Cl:36][CH2:37][Cl:38].[cH:23]1[cH:24][cH:25][n:26][cH:27][cH:28]1>>[Cl:1][c:2]1[c:3]2[n:4][cH:5][n:6]([CH:11]3[CH2:12][CH:13]([CH2:21][O:22][C:30]([CH3:29])=[O:31])[CH:14]4[CH:15]3[O:16][C:17]([CH3:19])([CH3:20])[O:18]4)[c:7]2[n:8][cH:9][n:10]1. Product: Cl.FC(OC=1C=CC(=C(C1)[C@@H]1NCCC1)F)F ((R)-2-(5-(difluoromethoxy)-2-fluorophenyl)pyrrolidine hydrochloride). Starting materials: Cl.FC1=C(C=C(C=C1)F)N1CCCC1 (2,5-difluorophenyl pyrrolidine hydrochloride), BrC1=C(C=CC(=C1)OC(F)F)F (2-bromo-4-(difluoromethoxy)-1-fluorobenzene). As a reaction SMILES: [ClH:1].FC1C=CC(F)=CC=1[N:10]1[CH2:14][CH2:13][CH2:12][CH2:11]1.Br[C:16]1[CH:21]=[C:20]([O:22][CH:23]([F:25])[F:24])[CH:19]=[CH:18][C:17]=1[F:26]>>[ClH:1].[F:24][CH:23]([F:25])[O:22][C:20]1[CH:19]=[CH:18][C:17]([F:26])=[C:16]([C@H:11]2[CH2:12][CH2:13][CH2:14][NH:10]2)[CH:21]=1 |f:0.1,3.4|. Procedure details: This compound was prepared by the method substantially similar to the preparation of 2,5-difluorophenyl pyrrolidine hydrochloride as mentioned in Example 1 step 5 using 2-bromo-4-(difluoromethoxy)-1-fluorobenzene (J. Med. Chem. 2003, 46, 1016-1030). Reactants: COC(=O)C1CCCC1CO, Cc1ccccc1, CC(=O)N(c1ccc(Cl)cc1)C1CC(C)N(C(=O)c2ccc(O)cc2)c2ccccc21, CCOC(=O)N=NC(=O)OCC, c1ccc(P(c2ccccc2)c2ccccc2)cc1. Yields the product COC(=O)C1CCCC1COc1ccc(C(=O)N2c3ccccc3C(N(C(C)=O)c3ccc(Cl)cc3)CC2C)cc1. RXN SMILES: [CH3:1][O:2][C:3](=[O:4])[CH:5]1[CH:6]([CH2:10][OH:11])[CH2:7][CH2:8][CH2:9]1.[CH3:74][c:75]1[cH:76][cH:77][cH:78][cH:79][cH:80]1.[Cl:31][c:32]1[cH:33][cH:34][c:35]([N:38]([C:39]([CH3:40])=[O:41])[CH:42]2[CH2:43][CH:44]([CH3:61])[N:45]([C:52]([c:53]3[cH:54][cH:55][c:56]([OH:59])[cH:57][cH:58]3)=[O:60])[c:46]3[cH:47][cH:48][cH:49][cH:50][c:51]32)[cH:36][cH:37]1.[O:62]=[C:63]([O:64][CH2:65][CH3:66])[N:67]=[N:68][C:69]([O:70][CH2:71][CH3:72])=[O:73].[c:12]1([P:13]([c:14]2[cH:15][cH:16][cH:17][cH:18][cH:19]2)[c:20]2[cH:21][cH:22][cH:23][cH:24][cH:25]2)[cH:26][cH:27][cH:28][cH:29][cH:30]1>>[CH3:1][O:2][C:3](=[O:4])[CH:5]1[CH:6]([CH2:10][O:11][c:56]2[cH:55][cH:54][c:53]([C:52]([N:45]3[CH:44]([CH3:61])[CH2:43][CH:42]([N:38]([c:35]4[cH:34][cH:33][c:32]([Cl:31])[cH:37][cH:36]4)[C:39]([CH3:40])=[O:41])[c:51]4[c:46]3[cH:47][cH:48][cH:49][cH:50]4)=[O:60])[cH:58][cH:57]2)[CH2:7][CH2:8][CH2:9]1.